From a dataset of the Open Reaction Database (ORD), a public repository of structured organic reaction records. describe an organic reaction: reactants, conditions, products, and yield Reactants: CC1(C2=CC=CC(=C2OC=2C(=CC=CC12)P(C1=CC=CC=C1)C1=CC=CC=C1)P(C1=CC=CC=C1)C1=CC=CC=C1)C (9,9-dimethyl-4,5-bis(diphenylphosphino)xanthene), BrC=1C=CC=C2C=C(N=CC12)NC=1N=CC(=NC1)C#N (5-(8-Bromoisoquinolin-3-ylamino)pyrazine-2-carbonitrile), C(C1=CC=CC=C1)(C1=CC=CC=C1)=N (benzophenone imine), C([O-])([O-])=O.[Cs+].[Cs+] (caesium carbonate), Cl (hydrogen chloride). The reagents and catalysts are C=1C=CC(=CC1)/C=C/C(=O)/C=C/C2=CC=CC=C2.C=1C=CC(=CC1)/C=C/C(=O)/C=C/C2=CC=CC=C2.C=1C=CC(=CC1)/C=C/C(=O)/C=C/C2=CC=CC=C2.[Pd].[Pd] (tris(dibenzylideneacetone)dipalladium). The solvent is C1(=CC=CC=C1)C (toluene), CN(C)C=O (DMF), C1CCOC1 (THF). Run at temperature 140 celsius, time 15 minute. Product: NC=1C=CC=C2C=C(N=CC12)NC=1N=CC(=NC1)C#N (5-(8-Aminoisoquinolin-3-ylamino)pyrazine-2-carbonitrile). Yield: 11.0%. As a reaction SMILES: CC1(C)C2C=CC=C(P(C3C=CC=CC=3)C3C=CC=CC=3)C=2OC2C1=CC=CC=2P(C1C=CC=CC=1)C1C=CC=CC=1.Br[C:44]1[CH:45]=[CH:46][CH:47]=[C:48]2[C:53]=1[CH:52]=[N:51][C:50]([NH:54][C:55]1[N:56]=[CH:57][C:58]([C:61]#[N:62])=[N:59][CH:60]=1)=[CH:49]2.C(=[NH:76])(C1C=CC=CC=1)C1C=CC=CC=1.C(=O)([O-])[O-].[Cs+].[Cs+].Cl>C1(C)C=CC=CC=1.CN(C=O)C.C1COCC1.C1C=CC(/C=C/C(/C=C/C2C=CC=CC=2)=O)=CC=1.C1C=CC(/C=C/C(/C=C/C2C=CC=CC=2)=O)=CC=1.C1C=CC(/C=C/C(/C=C/C2C=CC=CC=2)=O)=CC=1.[Pd].[Pd]>[NH2:76][C:44]1[CH:45]=[CH:46][CH:47]=[C:48]2[C:53]=1[CH:52]=[N:51][C:50]([NH:54][C:55]1[N:56]=[CH:57][C:58]([C:61]#[N:62])=[N:59][CH:60]=1)=[CH:49]2 |f:3.4.5,10.11.12.13.14|. Reported procedure: A mixture of tris(dibenzylideneacetone)dipalladium (0) (18 mg, 0.020 mmol) and 9,9-dimethyl-4,5-bis(diphenylphosphino)xanthene (23 mg, 0.040 mmol) in toluene (1 mL) and DMF (1 mL) was degassed under a stream of nitrogen gas with stirring for 15 minutes. 5-(8-Bromoisoquinolin-3-ylamino)pyrazine-2-carbonitrile (65 mg, 0.20 mmol), benzophenone imine (36 mg, 0.20 mmol) and caesium carbonate (130 mg, 0.40 mmol) were added and the mixture was degassed for a further 5 minutes, then heated at 140° C. fo... Reactants: CO, CNc1ccc(C(C)=O)cc1[N+](=O)[O-], O. The product is CNc1ccc(C(C)O)cc1[N+](=O)[O-]. As a reaction SMILES: [CH3:15][OH:16].[CH3:1][NH:2][c:3]1[c:4]([N+:12](=[O:13])[O-:14])[cH:5][c:6]([C:9]([CH3:10])=[O:11])[cH:7][cH:8]1.[OH2:17]>>[CH3:1][NH:2][c:3]1[c:4]([N+:12](=[O:13])[O-:14])[cH:5][c:6]([CH:9]([CH3:10])[OH:11])[cH:7][cH:8]1.